Dataset: the Open Reaction Database (ORD), a public repository of structured organic reaction records. Task: describe an organic reaction: reactants, conditions, products, and yield Starting materials: C(#C)C1=CC=C(C=C1)C12OCC(CO1)(CO2)CCC (1-(4-ethynylphenyl)-4-n-propyl-2,6,7-trioxabicyclo[2,2,2]octane), CN=C=S (methyl isothiocyanate), CNC(C#CC1=CC=C(C=C1)C12OCC(CO1)(CO2)CCC)=O (N-Methyl-3-[4-(4-n-propyl-2,6,7-trioxabicyclo[2,2,2]oct-1-yl)phenyl]-prop-2-yn-amide). Yields the product CNC(C#CC1=CC=C(C=C1)C12OCC(CO1)(CO2)CCC)=S (N-Methyl-3-[4-(4-n-propyl-2,6,7-trioxabicyclo[2,2,2]oct-1-yl)phenyl]-prop-2-yn-thioamide). As a reaction SMILES: [C:1]([C:3]1[CH:8]=[CH:7][C:6]([C:9]23[O:16][CH2:15][C:12]([CH2:17][CH2:18][CH3:19])([CH2:13][O:14]2)[CH2:11][O:10]3)=[CH:5][CH:4]=1)#[CH:2].[CH3:20][N:21]=[C:22]=[S:23].CNC(=O)C#CC1C=CC(C23OCC(CCC)(CO2)CO3)=CC=1>>[CH3:20][NH:21][C:22](=[S:23])[C:2]#[C:1][C:3]1[CH:4]=[CH:5][C:6]([C:9]23[O:10][CH2:11][C:12]([CH2:17][CH2:18][CH3:19])([CH2:13][O:14]2)[CH2:15][O:16]3)=[CH:7][CH:8]=1. Procedure: N-Methyl-3-[4-(4-n-propyl-2,6,7-trioxabicyclo[2,2,2]oct-1-yl)phenyl]-prop-2-yn-thioamide was prepared from 1-(4-ethynylphenyl)-4-n-propyl-2,6,7-trioxabicyclo[2,2,2]octane and methyl isothiocyanate in a manner analogous to the synthesis of N-Methyl-3-[4-(4-n-propyl-2,6,7-trioxabicyclo[2,2,2]oct-1-yl)phenyl]-prop-2-yn-amide.